This data is from the Open Reaction Database (ORD), a public repository of structured organic reaction records. The task is: describe an organic reaction: reactants, conditions, products, and yield The reactants are C(=O)=O (carbon dioxide), C(C1=CC=CC=C1)N1C[C@H]2[C@@H](C1)CCOC2=O ((±) cis-2-benzyl-hexahydropyrano[3,4-c]pyrrole-4(1H)-one), Br (hydrogen bromide), C([O-])([O-])=O.[K+].[K+] (potassium carbonate). Solvent: C(C)O (ethanol), C(Cl)(Cl)Cl (chloroform). Run at temperature 0 celsius, time 6 hour. Yields the product C(C)OC(=O)C1CN2CCC1C2 (Ethyl-1-azabicyclo[2.2.1]hept-3-ylcarboxylate). Yield: 56.4%. Reaction SMILES: [CH2:1]([N:8]1[CH2:12][C@H:11]2[CH2:13][CH2:14][O:15][C:16](=[O:17])[C@H:10]2[CH2:9]1)[C:2]1C=CC=CC=1.Br.C(=O)([O-])[O-].[K+].[K+].C(=O)=O>C(O)C.C(Cl)(Cl)Cl>[CH2:14]([O:15][C:16]([CH:10]1[CH:11]2[CH2:12][N:8]([CH2:1][CH2:2]2)[CH2:9]1)=[O:17])[CH3:13] |f:2.3.4|. Procedure: (±) cis-2-benzyl-hexahydropyrano[3,4-c]pyrrole-4(1H)-one (D20) (180 g, 0.78 mole) in ethanol (400 ml) was stirred and cooled to 0° C. and hydrogen bromide gas introduced at such a rate that the temperature did not rise above 20° C. until the solution was saturated. The reaction was allowed to stand at room temperature for 6 h. The reaction was then poured into a well stirred mixture of chloroform (2 L) and saturated aqueous potassium carbonate solution (1.5 L) which was cooled by the addition of... The reactants are O=S1(N=C(NC2=C1C=CC=C2)C=2C(N(C1=CC=CC=C1C2O)N=CCC(C)C)=O)=O (3-(1,1-dioxido-4H-1,2,4-benzothiadiazin-3-yl)-4-hydroxy-1-{[3-methylbutylidene]amino}quinolin-2(1H)-one), CO (methanol), solution, [BH4-].[Li+] (lithium borohydride), Cl (hydrochloric acid). The solvent is O1CCCC1 (tetrahydrofuran), O1CCCC1 (tetrahydrofuran), O (water). Reaction conditions: temperature 25 celsius, time 1 hour. The product is O=S1(N=C(NC2=C1C=CC=C2)C=2C(N(C1=CC=CC=C1C2O)NCCC(C)C)=O)=O (3-(1,1-dioxido-4H-1,2,4-benzothiadiazin-3-yl)-4-hydroxy-1-[(3-methylbutyl)amino]quinolin-2(1H)-one). As a reaction SMILES: [O:1]=[S:2]1(=[O:30])[C:7]2[CH:8]=[CH:9][CH:10]=[CH:11][C:6]=2[NH:5][C:4]([C:12]2[C:13](=[O:29])[N:14]([N:23]=[CH:24][CH2:25][CH:26]([CH3:28])[CH3:27])[C:15]3[C:20]([C:21]=2[OH:22])=[CH:19][CH:18]=[CH:17][CH:16]=3)=[N:3]1.CO.[BH4-].[Li+].Cl>O1CCCC1.O>[O:30]=[S:2]1(=[O:1])[C:7]2[CH:8]=[CH:9][CH:10]=[CH:11][C:6]=2[NH:5][C:4]([C:12]2[C:13](=[O:29])[N:14]([NH:23][CH2:24][CH2:25][CH:26]([CH3:27])[CH3:28])[C:15]3[C:20]([C:21]=2[OH:22])=[CH:19][CH:18]=[CH:17][CH:16]=3)=[N:3]1 |f:2.3|. Procedure details: The product of Example 250A (0.041 g, 0.097 mmol) in tetrahydrofuran (2.0 mL) and methanol (0.008 mL, 0.194 mmol) at 0° C. was treated with dropwise addition of a 2.0M solution of lithium borohydride in tetrahydrofuran (0.074 mL, 0.148 mmol). The reaction was stirred at 25° C. for 1 hour, acidified with 1 M hydrochloric acid to a pH of approximately 2-4, diluted with water (5.0 mL), and the resulting precipitate was collected by filtration and dried. The crude product was triturated with diethyl... The reactants are C1CCOC1, CCC#CCOc1cc2c(cc1C=CC=CC(C)=CC(=O)OCC)C(C)(C)CCC2(C)C, CCO, [Na+], [OH-]. The product is CCC#CCOc1cc2c(cc1C=CC=CC(C)=CC(=O)O)C(C)(C)CCC2(C)C. Reaction SMILES: [CH2:35]1[O:36][CH2:37][CH2:38][CH2:39]1.[CH3:1][C:2](=[CH:3][C:4](=[O:5])[O:6][CH2:7][CH3:8])[CH:9]=[CH:10][CH:11]=[CH:12][c:13]1[cH:14][c:15]2[c:20]([cH:21][c:22]1[O:23][CH2:24][C:25]#[C:26][CH2:27][CH3:28])[C:19]([CH3:29])([CH3:30])[CH2:18][CH2:17][C:16]2([CH3:31])[CH3:32].[CH3:40][CH2:41][OH:42].[Na+:34].[OH-:33]>>[CH3:1][C:2](=[CH:3][C:4](=[O:5])[OH:6])[CH:9]=[CH:10][CH:11]=[CH:12][c:13]1[cH:14][c:15]2[c:20]([cH:21][c:22]1[O:23][CH2:24][C:25]#[C:26][CH2:27][CH3:28])[C:19]([CH3:29])([CH3:30])[CH2:18][CH2:17][C:16]2([CH3:31])[CH3:32]. Starting materials: CCCC[N+](CCCC)(CCCC)CCCC, CCOC(C)=O, [F-], C1CCOC1, CCCC(=O)Nc1nn(COCC[Si](C)(C)C)c2cc(-c3ccc(OCc4ccccc4)cc3)ccc12. The product is CCCC(=O)Nc1n[nH]c2cc(-c3ccc(OCc4ccccc4)cc3)ccc12. Reaction SMILES: [CH3:2][CH2:3][CH2:4][CH2:5][N+:6]([CH2:7][CH2:8][CH2:9][CH3:10])([CH2:11][CH2:12][CH2:13][CH3:14])[CH2:15][CH2:16][CH2:17][CH3:18].[CH3:56][CH2:57][O:58][C:59](=[O:60])[CH3:61].[F-:1].[O:62]1[CH2:63][CH2:64][CH2:65][CH2:66]1.[c:19]1([CH2:25][O:26][c:27]2[cH:28][cH:29][c:30](-[c:33]3[cH:34][cH:35][c:36]4[c:37]([NH:50][C:51]([CH2:52][CH2:53][CH3:54])=[O:55])[n:38][n:39]([CH2:42][O:43][CH2:44][CH2:45][Si:46]([CH3:47])([CH3:48])[CH3:49])[c:40]4[cH:41]3)[cH:31][cH:32]2)[cH:20][cH:21][cH:22][cH:23][cH:24]1>>[c:19]1([CH2:25][O:26][c:27]2[cH:28][cH:29][c:30](-[c:33]3[cH:34][cH:35][c:36]4[c:37]([NH:50][C:51]([CH2:52][CH2:53][CH3:54])=[O:55])[n:38][nH:39][c:40]4[cH:41]3)[cH:31][cH:32]2)[cH:20][cH:21][cH:22][cH:23][cH:24]1.